This data is from the Open Reaction Database (ORD), a public repository of structured organic reaction records. The task is: describe an organic reaction: reactants, conditions, products, and yield The solvent is CO (methanol), C(C)(=O)OCC (ethyl acetate). Reagents/catalysts: [Pd] (Pd/C). Reaction SMILES: [C:1]([O:5][C:6]([N:8]1[CH2:13][CH2:12][O:11][C@H:10]([CH:14](Br)[C:15]2[CH:16]=[N:17][C:18]([O:21][CH3:22])=[CH:19][CH:20]=2)[CH2:9]1)=[O:7])([CH3:4])([CH3:3])[CH3:2]>CO.C(OCC)(=O)C.[Pd]>[C:1]([O:5][C:6]([N:8]1[CH2:13][CH2:12][O:11][C@H:10]([CH2:14][C:15]2[CH:16]=[N:17][C:18]([O:21][CH3:22])=[CH:19][CH:20]=2)[CH2:9]1)=[O:7])([CH3:3])([CH3:4])[CH3:2]. Procedure: (S)-2-[bromo-(6-methoxy-pyridin-3-yl)-methyl]-morpholine-4-carboxylic acid tert-butyl ester (290 mg, 0.75 mmol) was dissolved in methanol (5 mL) and hydrogenated at 0.25 bar in the presence of 50 mg 10% Pd/C. Reaction mixture was diluted with ethyl acetate and filtered through Dicalite. The filtrate was washed with 1M sodium hydroxide. The aqueous phase was extract 2 times with ethyl acetate. The combined organic phase was washed with brine, dried over MgSO4, filtered and concentrated to afford ... Yield: 88.6%. Starting materials: C(C)(C)(C)OC(=O)N1C[C@H](OCC1)C(C=1C=NC(=CC1)OC)Br ((S)-2-[bromo-(6-methoxy-pyridin-3-yl)-methyl]-morpholine-4-carboxylic acid tert-butyl ester). Yields the product C(C)(C)(C)OC(=O)N1C[C@H](OCC1)CC=1C=NC(=CC1)OC ((R)-2-(6-Methoxy-pyridin-3-ylmethyl)-morpholine-4-carboxylic acid tert-butyl ester). The reactants are C(C)OC(=O)C1(C(C1(C)C)C#N)C(=O)OCC (3,3-dimethyl-2-cyano-cyclopropane-1,1-dicarboxylic acid diethyl ester), O (water), CN(C=O)C (dimethylformamide). Run in C1(=CC=CC=C1)C (toluene). The product is C(C)OC(=O)C1C(C1(C)C)C#N (3,3-dimethyl-2-cyano-cyclopropane-1-carboxylic acid ethyl ester). Isolated yield 61.0%. As a reaction SMILES: [CH2:1]([O:3][C:4]([C:6]1(C(OCC)=O)[C:8]([CH3:10])([CH3:9])[CH:7]1[C:11]#[N:12])=[O:5])[CH3:2].O.CN(C)C=O>C1(C)C=CC=CC=1>[CH2:1]([O:3][C:4]([CH:6]1[C:8]([CH3:9])([CH3:10])[CH:7]1[C:11]#[N:12])=[O:5])[CH3:2]. Reported procedure: A mixture of 71.7 g (0.3 mol) of 3,3-dimethyl-2-cyano-cyclopropane-1,1-dicarboxylic acid diethyl ester, 6 ml of water and 100 ml of dimethylformamide was heated to the boiling point under reflux for 20 hours. For working up, the mixture was diluted with toluene, washed twice with 300 ml of water each time, dried and distilled. 30.6 g (61% of theory) of 3,3-dimethyl-2-cyano-cyclopropane-1-carboxylic acid ethyl ester of boiling point 87°-95° C./2 mbar were obtained. Reactants: CC(=O)Cl, ClCCl, C=C(C(=O)OCC)C(C)O, c1ccncc1. Yields the product C=C(C(=O)OCC)C(C)OC(C)=O. RXN SMILES: [CH3:17][C:18]([Cl:19])=[O:20].[Cl:21][CH2:22][Cl:23].[OH:1][CH:2]([CH3:3])[C:4]([C:5](=[O:6])[O:7][CH2:8][CH3:9])=[CH2:10].[cH:11]1[cH:12][cH:13][n:14][cH:15][cH:16]1>>[O:1]([CH:2]([CH3:3])[C:4]([C:5](=[O:6])[O:7][CH2:8][CH3:9])=[CH2:10])[C:18]([CH3:17])=[O:20].